From a dataset of the Open Reaction Database (ORD), a public repository of structured organic reaction records. describe an organic reaction: reactants, conditions, products, and yield The reactants are C(C)(=O)O[BH-](OC(C)=O)OC(C)=O.[Na+] (sodium triacetoxyborohydride), C([O-])(O)=O.[Na+] (sodium bicarbonate), BrC1=CC=C(O1)C=O (5-bromo-2-furaldehyde), N1CCOCC1 (morpholine). The solvent is C1CCOC1 (THF), C(C)(=O)O (acetic acid). Reaction conditions: time 3 hour. The product is BrC1=CC=C(O1)CN1CCOCC1 (4-(5-bromo-2-furylmethyl)morpholine). Isolated yield 84.0%. As a reaction SMILES: [Br:1][C:2]1[O:6][C:5]([CH:7]=O)=[CH:4][CH:3]=1.[NH:9]1[CH2:14][CH2:13][O:12][CH2:11][CH2:10]1.C(O[BH-](OC(=O)C)OC(=O)C)(=O)C.[Na+].C(=O)(O)[O-].[Na+]>C1COCC1.C(O)(=O)C>[Br:1][C:2]1[O:6][C:5]([CH2:7][N:9]2[CH2:14][CH2:13][O:12][CH2:11][CH2:10]2)=[CH:4][CH:3]=1 |f:2.3,4.5|. Procedure: To a mixture of 5-bromo-2-furaldehyde (1.76 g) and morpholine (1.00 ml) in 40 mL anhydrous THF at room temperature was added acetic acid (0.60 mL) followed by sodium triacetoxyborohydride (3.28 g). The mixture was stirred at room temperature for 3 h and then poured into a saturated solution of sodium bicarbonate (100 mL). After stirring vigorously for 5 min the layers were separated and the aqueous layer was extracted with EtOAc. The combined organic layers were washed with brine, dried (Na2SO4)... Starting materials: C1CCOC1, [Li]CCCC, CN(C)C=O, CC(C)NC(C)C, O, O=C(O)CC(O)(CC(=O)O)C(=O)O, N#Cc1cccs1. The product is N#Cc1ccc(C=O)s1. Reaction SMILES: [CH2:38]1[O:39][CH2:40][CH2:41][CH2:42]1.[CH2:8]([Li:9])[CH2:10][CH2:11][CH3:12].[CH3:20][N:21]([CH:22]=[O:23])[CH3:24].[CH:1]([NH:2][CH:3]([CH3:4])[CH3:5])([CH3:6])[CH3:7].[OH2:43].[OH:25][C:26]([CH2:27][C:28]([C:29](=[O:30])[OH:31])([CH2:32][C:33](=[O:34])[OH:35])[OH:36])=[O:37].[s:13]1[c:14]([C:18]#[N:19])[cH:15][cH:16][cH:17]1>>[s:13]1[c:14]([C:18]#[N:19])[cH:15][cH:16][c:17]1[CH:22]=[O:23]. The reactants are O=C1Nc2cc(Br)ccc2C1=O, Cl, NN, [Na+], [OH-]. Yields the product O=C1Cc2ccc(Br)cc2N1. As a reaction SMILES: [Br:1][c:2]1[cH:3][cH:4][c:5]2[c:9]([cH:10]1)[NH:8][C:7](=[O:11])[C:6]2=[O:12].[ClH:17].[NH2:13][NH2:14].[Na+:16].[OH-:15]>>[Br:1][c:2]1[cH:3][cH:4][c:5]2[c:9]([cH:10]1)[NH:8][C:7](=[O:11])[CH2:6]2. Reactants: ClC=1C(=C2C=CN(C2=C(C1)C)S(=O)(=O)C1=CC=C(C)C=C1)COC1OCCCC1 ((±)-5-Chloro-7-methyl-4-(((tetrahydro-2H-pyran-2-yl)oxy)methyl)-1-tosyl-1H-indole), C1CCOC1 (THF), Pd[(t-Bu)3P]2, [Br-].C(C(C)C)[Zn+] (isobutylzinc(II) bromide). The solvent is O (H2O), CCOC(=O)C (EtOAc). Conditions: temperature 70 celsius, time 14 hour. Product: C(C(C)C)C=1C(=C2C=CN(C2=C(C1)C)S(=O)(=O)C1=CC=C(C)C=C1)COC1OCCCC1 ((±)-5-Isobutyl-7-methyl-4-(((tetrahydro-2H-pyran-2-yl)oxy)methyl)-1-tosyl-1H-indole). As a reaction SMILES: Cl[C:2]1[C:3]([CH2:22][O:23][CH:24]2[CH2:29][CH2:28][CH2:27][CH2:26][O:25]2)=[C:4]2[C:8](=[C:9]([CH3:11])[CH:10]=1)[N:7]([S:12]([C:15]1[CH:21]=[CH:20][C:18]([CH3:19])=[CH:17][CH:16]=1)(=[O:14])=[O:13])[CH:6]=[CH:5]2.C1COCC1.[Br-].[CH2:36]([Zn+])[CH:37]([CH3:39])[CH3:38]>O.CCOC(C)=O>[CH2:36]([C:2]1[C:3]([CH2:22][O:23][CH:24]2[CH2:29][CH2:28][CH2:27][CH2:26][O:25]2)=[C:4]2[C:8](=[C:9]([CH3:11])[CH:10]=1)[N:7]([S:12]([C:15]1[CH:21]=[CH:20][C:18]([CH3:19])=[CH:17][CH:16]=1)(=[O:14])=[O:13])[CH:6]=[CH:5]2)[CH:37]([CH3:39])[CH3:38] |f:2.3|. Reported procedure: To a solution of (±)-5-chloro-7-methyl-4-(((tetrahydro-2H-pyran-2-yl)oxy)methyl)-1-tosyl-1H-indole (Example 47-D) (2.7 g, 6.2 mmol) in isobutylzinc(II) bromide in THF (0.5 M, 24.9 mL, 12.4 mmol) was added Pd[(t-Bu)3P]2 (0.5 g, 0.98 mmol), and then the mixture was stirred at 70° C. for 14 h. The mixture was then stirred under reflux for 7 h. The reaction was then diluted with H2O and EtOAc. The mixture was then filtered through a Celite® pad. The filtrate was partitioned. The organic phase was wa...